This data is from the Open Reaction Database (ORD), a public repository of structured organic reaction records. The task is: describe an organic reaction: reactants, conditions, products, and yield Reactants: C=1C=C(C(N2C=CC=CC12)=O)C(=O)O (4H-quinolizin-4-one-3-carboxylic acid), [OH-].[Na+] (sodium hydroxide). Conditions: time 1 hour. Yields the product C=1C=C(C(N2C=CC=CC12)=O)C(=O)[O-].[Na+] (sodium 4H-quinolizin-4-one-3-carboxylate). As a reaction SMILES: [CH:1]1[CH:2]=[C:3]([C:12]([OH:14])=[O:13])[C:4](=[O:11])[N:5]2[C:10]=1[CH:9]=[CH:8][CH:7]=[CH:6]2.[OH-].[Na+:16]>>[CH:1]1[CH:2]=[C:3]([C:12]([O-:14])=[O:13])[C:4](=[O:11])[N:5]2[C:10]=1[CH:9]=[CH:8][CH:7]=[CH:6]2.[Na+:16] |f:1.2,3.4|. Procedure details: A suspension of 4H-quinolizin-4-one-3-carboxylic acid (196.7 mg) in 0.1N-aqueous sodium hydroxide solution (9.9 ml) was stirred for one hour at room temperature. The resulting reaction mixture was filtered and then the filtrate was lyophilized to give sodium 4H-quinolizin-4-one-3-carboxylate (201 mg). Starting materials: C(C)(C)NC(C)C (diisopropylamine), C(CCC)[Li] (n-butyllithium), C(C)#N (acetonitrile), COC1=NC=C(C=C1)C#N (2-methoxypyridine-5-carbonitrile). Solvent: O (water), C1CCOC1 (THF), C1CCOC1 (THF), C1CCOC1 (THF). Yields the product NC(=CC#N)C=1C=NC(=CC1)OC (3-Amino-3-(6-methoxypyridin-3-yl)prop-2-enenitrile). Reaction SMILES: [CH:1]([NH:4]C(C)C)(C)[CH3:2].C([Li])CCC.C(#N)C.[CH3:16][O:17][C:18]1[CH:23]=[CH:22][C:21]([C:24]#[N:25])=[CH:20][N:19]=1>C1COCC1.O>[NH2:25][C:24]([C:21]1[CH:20]=[N:19][C:18]([O:17][CH3:16])=[CH:23][CH:22]=1)=[CH:2][C:1]#[N:4]. Reported procedure: A solution of 0.258 ml (1.844 mmol) diisopropylamine in dry THF (1.5 ml) was cooled to −70° C. under inert gas atmosphere, and 1.152 ml (1.844 mmol) n-butyllithium (1.6 M solution in hexanes) were added dropwise. Then, a solution of 85.6 μl (1.627 mmol) acetonitrile in dry THF (1.5 ml) was slowly added over 10 min. The resulting solution was stirred for further 30 min at −70° C. before a solution of 150 mg (1.085 mmol) 2-methoxypyridine-5-carbonitrile in dry THF (1.5 ml) was added. The mixture w... Run in CCO (EtOH). RXN SMILES: C[O:2][C:3]([C:5]1[N:6]=[CH:7][C:8]2[C:9](=[O:23])[N:10]([CH2:16][C:17]3[CH:22]=[CH:21][CH:20]=[CH:19][CH:18]=3)[CH:11]=[CH:12][C:13]=2[C:14]=1[OH:15])=O.[NH2:24][CH2:25][C:26]1[CH:31]=[CH:30][N:29]=[CH:28][CH:27]=1.C(O)(=O)C.O>CCO>[N:29]1[CH:30]=[CH:31][C:26]([CH2:25][NH:24][C:3]([C:5]2[N:6]=[CH:7][C:8]3[C:9](=[O:23])[N:10]([CH2:16][C:17]4[CH:22]=[CH:21][CH:20]=[CH:19][CH:18]=4)[CH:11]=[CH:12][C:13]=3[C:14]=2[OH:15])=[O:2])=[CH:27][CH:28]=1. Yield: 65.7%. Reported procedure: A mixture of 7-benzyl-4-hydroxy-8-oxo-7,8-dihydro-[2,7]naphthyridine-3-carboxylic acid methyl ester (40 mg, 0.13 mmol) and 4-(aminomethyl)-pyridine (0.050 mL, 0.45 mmol) in 2 mL of EtOH was heated at 79° C. for 4 h. Acetic acid (0.1 mL) and water (3 mL) were added, and the resulting suspension was allowed to come to r.t. The solid was isolated by filtration and dried under high vacuum to afford 33 mg of the title compound as a light yellow solid. MS: (+) m/z 386.40 (M+1). Conditions: temperature 79 celsius. The reactants are COC(=O)C=1N=CC=2C(N(C=CC2C1O)CC1=CC=CC=C1)=O (7-benzyl-4-hydroxy-8-oxo-7,8-dihydro-[2,7]naphthyridine-3-carboxylic acid methyl ester), NCC1=CC=NC=C1 (4-(aminomethyl)-pyridine), C(C)(=O)O (Acetic acid), O (water). The product is N1=CC=C(C=C1)CNC(=O)C=1N=CC=2C(N(C=CC2C1O)CC1=CC=CC=C1)=O (7-Benzyl-4-hydroxy-8-oxo-7,8-dihydro-[2,7]naphthyridine-3-carboxylic acid (pyridin-4-ylmethyl)-amide).